Dataset: the Open Reaction Database (ORD), a public repository of structured organic reaction records. Task: describe an organic reaction: reactants, conditions, products, and yield Reactants: FC1=CC=C(C=C1)C(C(CC1=CC=C(C=C1)C(F)(F)F)N)O ((1RS,2RS)-1-(4-fluorophenyl)-1-hydroxy-3-(4-(trifluoromethyl)phenyl)-2-propylamine), CN(C1=CC=C(C2=CC=CC=C12)C(=O)O)C (4-dimethylaminonaphthalenecarboxylic acid), Cl.C(C)N=C=NCCCN(C)C (1-ethyl-3-(3-dimethylaminopropyl)carbodiimide hydrochloride), ON1N=NC2=C1C=CC=C2 (1-hydroxy-1H-benzotriazole). The solvent is O (water), C(C)#N (acetonitrile). Run at time 8 hour. The product is CN(C1=CC=C(C2=CC=CC=C12)C(=O)NC(C(O)C1=CC=C(C=C1)F)CC1=CC=C(C=C1)C(F)(F)F)C (4-(dimethylamino)-N-((1RS,2SR)-2-(4-fluorophenyl)-2-hydroxy-1-((4-(trifluoromethyl)phenyl)methyl)ethyl)-1-naphthalenecarboxamide). Yield: 69.5%. Reaction SMILES: [F:1][C:2]1[CH:7]=[CH:6][C:5]([CH:8]([OH:22])[CH:9]([NH2:21])[CH2:10][C:11]2[CH:16]=[CH:15][C:14]([C:17]([F:20])([F:19])[F:18])=[CH:13][CH:12]=2)=[CH:4][CH:3]=1.[CH3:23][N:24]([CH3:38])[C:25]1[C:34]2[C:29](=[CH:30][CH:31]=[CH:32][CH:33]=2)[C:28]([C:35](O)=[O:36])=[CH:27][CH:26]=1.Cl.C(N=C=NCCCN(C)C)C.ON1C2C=CC=CC=2N=N1>C(#N)C.O>[CH3:23][N:24]([CH3:38])[C:25]1[C:34]2[C:29](=[CH:30][CH:31]=[CH:32][CH:33]=2)[C:28]([C:35]([NH:21][CH:9]([CH2:10][C:11]2[CH:16]=[CH:15][C:14]([C:17]([F:20])([F:19])[F:18])=[CH:13][CH:12]=2)[CH:8]([C:5]2[CH:4]=[CH:3][C:2]([F:1])=[CH:7][CH:6]=2)[OH:22])=[O:36])=[CH:27][CH:26]=1 |f:2.3|. Procedure: To a solution of (1RS,2RS)-1-(4-fluorophenyl)-1-hydroxy-3-(4-(trifluoromethyl)phenyl)-2-propylamine (150 mg, 0.42 mmol) in acetonitrile (10 ml) were added 4-dimethylaminonaphthalenecarboxylic acid (89 mg, 0.42 mmol), 1-ethyl-3-(3-dimethylaminopropyl)carbodiimide hydrochloride (119 mg, 0.62 mmol) and 1-hydroxy-1H-benzotriazole (63.6 mg, 0.42 mmol) and the mixture was stirred overnight at room temperature. The reaction solution was diluted with water (50 ml) and extracted with ethyl acetate (50 ml...